This data is from the Open Reaction Database (ORD), a public repository of structured organic reaction records. The task is: describe an organic reaction: reactants, conditions, products, and yield Product: ClC1=CC=C(CCOC=2C(NC=CN2)=O)C=C1 (3-(4-chlorophenethoxy)pyrazin-2(1H)-one). The yield is 47.8%. The solvent is C(=O)(O)[O-].[Na+] (NaHCO3), CC(=O)N(C)C (DMA), C(=O)(O)[O-].[Na+] (NaHCO3). Reported procedure: A mixture of benzo[d]thiazole-2-thiol (1.264 g, 7.56 mmol), 2-(4-chlorophenethoxy)-3-methoxypyrazine (1.00 g, 3.78 mmol) and NaHCO3 (1.587 g, 18.89 mmol) in DMA (10 mL) was stirred at 135° C. for 6 hours. After cooling to RT, the mixture was diluted with a solution of saturated NaHCO3 (55 ml) and was then extracted with EtOAc (60 ml). The EtOAc layer was dried over Na2SO4 and concentrated. The crude product was purified by silica gel chromatography employing a solvent gradient (hexane to 100% Et... Run at temperature 135 celsius, time 6 hour. Starting materials: S1C(=NC2=C1C=CC=C2)S (benzo[d]thiazole-2-thiol), ClC1=CC=C(CCOC2=NC=CN=C2OC)C=C1 (2-(4-chlorophenethoxy)-3-methoxypyrazine). Reaction SMILES: S1C2C=CC=CC=2N=C1S.[Cl:11][C:12]1[CH:28]=[CH:27][C:15]([CH2:16][CH2:17][O:18][C:19]2[C:24]([O:25]C)=[N:23][CH:22]=[CH:21][N:20]=2)=[CH:14][CH:13]=1>CC(N(C)C)=O.C([O-])(O)=O.[Na+]>[Cl:11][C:12]1[CH:13]=[CH:14][C:15]([CH2:16][CH2:17][O:18][C:19]2[C:24](=[O:25])[NH:23][CH:22]=[CH:21][N:20]=2)=[CH:27][CH:28]=1 |f:3.4|. Starting materials: CC(C)CN(C)c1ccccc1CSc1nc2ncccc2[nH]1, ClC(Cl)Cl, O=C(OO)c1cccc(Cl)c1. Product: CC(C)CN(C)c1ccccc1CS(=O)c1nc2ncccc2[nH]1. RXN SMILES: [CH2:1]([CH:2]([CH3:3])[CH3:4])[N:5]([CH3:6])[c:7]1[c:8]([CH2:9][S:10][c:11]2[nH:12][c:13]3[c:14]([n:15][cH:16][cH:17][cH:18]3)[n:19]2)[cH:20][cH:21][cH:22][cH:23]1.[CH:35]([Cl:36])([Cl:37])[Cl:38].[Cl:24][c:25]1[cH:26][cH:27][cH:28][c:29]([C:30]([O:31][OH:33])=[O:32])[cH:34]1>>[CH2:1]([CH:2]([CH3:3])[CH3:4])[N:5]([CH3:6])[c:7]1[c:8]([CH2:9][S:10]([c:11]2[nH:12][c:13]3[c:14]([n:15][cH:16][cH:17][cH:18]3)[n:19]2)=[O:32])[cH:20][cH:21][cH:22][cH:23]1. The reactants are C34H43ClN6O5, ClCl (chlorine), C(C)(C)(C)OC(=O)N1C(=NC2=C1C=CC(=C2)Cl)C(CCC(=O)O)NC(C2=CC(=C(C=C2)C(=O)N2CCCC2)C)=O (N-[1-(1-tert-butoxycarbonyl-5-chloro-1H-benzimidazol-2-yl)-3-hydroxycarbonylpropyl]-3-methyl-4-(pyrrolidin 1-ylcarbonyl)benzamide), CN(C)C(=[N+](C)C)ON1C2=C(C=CC=C2)N=N1.[B-](F)(F)(F)F (TBTU), C(C)(C)N(CC)C(C)C (diisopropylethylamine), C(C)(C)(C)OC(=O)NC[C@@H]1NCCC1 ((R)-2-tert-butoxycarbonylaminomethylpyrrolidine), FC(C(=O)O)(F)F (trifluoroacetic acid). The solvent is C(C)(=O)OCC.C(C)O (ethyl acetate ethanol), C(C)#N (acetonitrile). Yields the product ClC1=CC2=C(NC(=N2)[C@H](CCC(=O)N2[C@H](CCC2)CNC(=O)OC(C)(C)C)NC(C2=CC(=C(C=C2)C(=O)N2CCCC2)C)=O)C=C1 (N-{(1S)-1-(5-chloro-1H-benzimidazol-2-yl)-3-[(2R)-2-tert-butoxycarbonylaminomethylpyrrolidin-1-ylcarbonyl]propyl}-3-methyl-4-(pyrrolidin-1-ylcarbonyl)benzamide). The yield is 51.0%. Reaction SMILES: C(OC(N1C2C=CC(Cl)=CC=2N=[C:9]1[CH:18]([NH:24][C:25](=[O:40])[C:26]1[CH:31]=[CH:30][C:29]([C:32]([N:34]2[CH2:38][CH2:37][CH2:36][CH2:35]2)=[O:33])=[C:28]([CH3:39])[CH:27]=1)[CH2:19][CH2:20][C:21]([OH:23])=O)=O)(C)(C)C.CN(C(O[N:49]1N=[N:56][C:51]2[CH:52]=[CH:53][CH:54]=[CH:55][C:50]1=2)=[N+](C)C)C.[B-](F)(F)(F)F.C(N(C(C)C)CC)(C)C.[C:72]([O:76][C:77]([NH:79][CH2:80][C@H:81]1[CH2:85][CH2:84][CH2:83][NH:82]1)=[O:78])([CH3:75])([CH3:74])[CH3:73].FC(F)(F)C(O)=O.[Cl:93]Cl>C(#N)C.C(OCC)(=O)C.C(O)C>[Cl:93][C:54]1[CH:53]=[CH:52][C:51]2[NH:56][C:9]([C@@H:18]([NH:24][C:25](=[O:40])[C:26]3[CH:31]=[CH:30][C:29]([C:32]([N:34]4[CH2:35][CH2:36][CH2:37][CH2:38]4)=[O:33])=[C:28]([CH3:39])[CH:27]=3)[CH2:19][CH2:20][C:21]([N:82]3[CH2:83][CH2:84][CH2:85][C@@H:81]3[CH2:80][NH:79][C:77]([O:76][C:72]([CH3:75])([CH3:73])[CH3:74])=[O:78])=[O:23])=[N:49][C:50]=2[CH:55]=1 |f:1.2,8.9|. Procedure details: Prepared analogously to Example 1g from N-[1-(1-tert-butoxycarbonyl-5-chloro-1H-benzimidazol-2-yl)-3-hydroxycarbonylpropyl]-3-methyl-4-(pyrrolidin 1-ylcarbonyl)benzamide, TBTU, diisopropylethylamine, (R)-2-tert-butoxycarbonylaminomethylpyrrolidine in acetonitrile, and subsequent reaction with trifluoroacetic acid analogously to Example 17. Yield: 51%; Rf value: 0.59 (silica gel; ethyl acetate/ethanol=7:3); C34H43ClN6O5 (651.20); mass spectrum: (M+H)+=651/653 (chlorine isotope). The reactants are CC1(C2=CC=CC(=C2OC=2C(=CC=CC12)P(C1=CC=CC=C1)C1=CC=CC=C1)P(C1=CC=CC=C1)C1=CC=CC=C1)C (9,9-dimethyl-4,5-bis(diphenylphosphino)xanthene), C([O-])([O-])=O.[Cs+].[Cs+] (cesium carbonate), NC1=C(C(=O)NOC)C(=CC=C1)OC (2-amino-N,6-dimethoxybenzamide), CN1N=C(C(=C1)NC1=NC=C(C(=C1)I)C(F)(F)F)C (N-(1,3-dimethylpyrazol-4-yl)-4-iodo-5-(trifluoromethyl)pyridin-2-amine). Reagents/catalysts: C(C)(=O)[O-].[Pd+2].C(C)(=O)[O-] (palladium(II) acetate). The solvent is O1CCOCC1 (dioxane). Reaction conditions: temperature 90 celsius, time 8 hour. The product is CN1N=C(C(=C1)NC1=NC=C(C(=C1)NC1=C(C(=O)NOC)C(=CC=C1)OC)C(F)(F)F)C (2-[[2-[(1,3-dimethylpyrazol-4-yl)amino]-5-(trifluoromethyl)-4-pyridyl]amino]-N,6-dimethoxy-benzamide). Yield: 74.6%. As a reaction SMILES: CC1(C)C2C=CC=C(P(C3C=CC=CC=3)C3C=CC=CC=3)C=2OC2C1=CC=CC=2P(C1C=CC=CC=1)C1C=CC=CC=1.[NH2:43][C:44]1[CH:54]=[CH:53][CH:52]=[C:51]([O:55][CH3:56])[C:45]=1[C:46]([NH:48][O:49][CH3:50])=[O:47].[CH3:57][N:58]1[CH:62]=[C:61]([NH:63][C:64]2[CH:69]=[C:68](I)[C:67]([C:71]([F:74])([F:73])[F:72])=[CH:66][N:65]=2)[C:60]([CH3:75])=[N:59]1.C(=O)([O-])[O-].[Cs+].[Cs+]>C([O-])(=O)C.[Pd+2].C([O-])(=O)C.O1CCOCC1>[CH3:57][N:58]1[CH:62]=[C:61]([NH:63][C:64]2[CH:69]=[C:68]([NH:43][C:44]3[CH:54]=[CH:53][CH:52]=[C:51]([O:55][CH3:56])[C:45]=3[C:46]([NH:48][O:49][CH3:50])=[O:47])[C:67]([C:71]([F:73])([F:72])[F:74])=[CH:66][N:65]=2)[C:60]([CH3:75])=[N:59]1 |f:3.4.5,6.7.8|. Procedure details: 9,9-dimethyl-4,5-bis(diphenylphosphino)xanthene (34.1 mg, 0.06 mmol), palladium(II) acetate (7.93 mg, 0.04 mmol), 2-amino-N,6-dimethoxybenzamide (131 mg, 0.67 mmol), N-(1,3-dimethylpyrazol-4-yl)-4-iodo-5-(trifluoromethyl)pyridin-2-amine (150 mg, 0.39 mmol) and cesium carbonate (256 mg, 0.79 mmol) were weighed out in a microwave vial, sealed and dioxane (5 mL) was added. Argon was bubbled through the mixture for 5 minutes. The reaction was stirred at 90° C. overnight. The reaction mixture was all... The reactants are solution B, FC=1C=C(CN2N=CC3=CC(=CC=C23)NC=2C3=C(N=CN2)C=NC(=C3)NC(CP(OCC)(OCC)=O)=O)C=CC1 (diethyl 2-(4-(1-(3-fluorobenzyl)-1H-indazol-5-ylamino)pyrido[3,4-d]pyrimidin-6-ylamino)-2-oxoethylphosphonate), [OH-].[K+] (KOH), solution B, solution A, [Li+].[Cl-] (LiCl), Cl (HCl), solution A, C(C)OC(CN(C)C)OCC (2,2-diethoxy-N,N-dimethylethanamine). Run in C1CCOC1 (THF), O (water), CC(=O)N(C)C (DMA), O (water), C(Cl)Cl.CO (DCM MeOH), Petroleum ether, O (water). Run at temperature 45 celsius, time 25 hour. The product is CN(C/C=C/C(=O)NC1=CC2=C(N=CN=C2NC=2C=C3C=NN(C3=CC2)CC2=CC(=CC=C2)F)C=N1)C ((2E)-4-(dimethylamino)-N-(4-{[1-(3-fluorobenzyl)-1H-indazol-5-yl]amino}pyrido[3,4-d]pyrimidin-6-yl)-2-butenamide). Yield: 95.2%. As a reaction SMILES: C(O[CH:4](OCC)[CH2:5][N:6]([CH3:8])[CH3:7])C.Cl.[OH-].[K+].[F:15][C:16]1[CH:17]=[C:18]([CH:52]=[CH:53][CH:54]=1)[CH2:19][N:20]1[C:28]2[C:23](=[CH:24][C:25]([NH:29][C:30]3[C:31]4[CH:39]=[C:38]([NH:40][C:41](=[O:51])[CH2:42]P(=O)(OCC)OCC)[N:37]=[CH:36][C:32]=4[N:33]=[CH:34][N:35]=3)=[CH:26][CH:27]=2)[CH:22]=[N:21]1.[Li+].[Cl-]>O.C(Cl)Cl.CO.CC(N(C)C)=O.C1COCC1>[CH3:8][N:6]([CH3:7])[CH2:5]/[CH:4]=[CH:42]/[C:41]([NH:40][C:38]1[N:37]=[CH:36][C:32]2[N:33]=[CH:34][N:35]=[C:30]([NH:29][C:25]3[CH:24]=[C:23]4[C:28](=[CH:27][CH:26]=3)[N:20]([CH2:19][C:18]3[CH:52]=[CH:53][CH:54]=[C:16]([F:15])[CH:17]=3)[N:21]=[CH:22]4)[C:31]=2[CH:39]=1)=[O:51] |f:2.3,5.6,8.9|. Procedure: To a stirred mixture of 2,2-diethoxy-N,N-dimethylethanamine (1.32 g, 8.20 mmol) and water (1.4 mL) at room temperature and under a nitrogen atmosphere was added an aq. 37% HCl (1.38 mL, 16.4 mmol). After addition the mixture was stirred at 45° C. (bath) for 25 h. It was cooled to 0° C. (bath). This is called solution A. KOH (2.36 g, 42.0 mmol) was dissolved in water (7 mL) at room temperature under a nitrogen atmosphere. It was cooled to 0° C. (bath). This is called solution B. To a stirred hete... Reactants: O (water), C(#N)C=1C=C2C(=CC=NC2=CC1OCCCC(=O)OCC)OC1=CC(=C(C=C1)NC(=O)NC1=CC=C(C=C1)F)F (N-(4-(6-Cyano-7-(3-(ethoxycarbonyl)propoxy)-4-quinolyl)oxy-2-fluorophenyl)-N′-(4-fluorophenyl)urea), ice water. Run in CO (methanol). Conditions: temperature 80 celsius, time 40 minute. Product: C(#N)C=1C=C2C(=CC=NC2=CC1OCCCC(=O)O)OC1=CC(=C(C=C1)NC(=O)NC1=CC=C(C=C1)F)F (N-(4-(6-Cyano-7-(3-carboxypropoxy)-4-quinolyl)oxy-2-fluorophenyl)-N′-(4-fluorophenyl)urea). Isolated yield 30.3%. Reaction SMILES: [C:1]([C:3]1[CH:4]=[C:5]2[C:10](=[CH:11][C:12]=1[O:13][CH2:14][CH2:15][CH2:16][C:17]([O:19]CC)=[O:18])[N:9]=[CH:8][CH:7]=[C:6]2[O:22][C:23]1[CH:28]=[CH:27][C:26]([NH:29][C:30]([NH:32][C:33]2[CH:38]=[CH:37][C:36]([F:39])=[CH:35][CH:34]=2)=[O:31])=[C:25]([F:40])[CH:24]=1)#[N:2].O>CO>[C:1]([C:3]1[CH:4]=[C:5]2[C:10](=[CH:11][C:12]=1[O:13][CH2:14][CH2:15][CH2:16][C:17]([OH:19])=[O:18])[N:9]=[CH:8][CH:7]=[C:6]2[O:22][C:23]1[CH:28]=[CH:27][C:26]([NH:29][C:30]([NH:32][C:33]2[CH:34]=[CH:35][C:36]([F:39])=[CH:37][CH:38]=2)=[O:31])=[C:25]([F:40])[CH:24]=1)#[N:2]. Reported procedure: N-(4-(6-Cyano-7-(3-(ethoxycarbonyl)propoxy)-4-quinolyl)oxy-2-fluorophenyl)-N′-(4-fluorophenyl)urea (800 mg) was dissolved in methanol (45 ml), 2N Noah water (15 ml) was added, and the mixture was heated and stirred for 40 minutes at 80° C. After completion of the reaction, the reaction solution was poured into ice water and neutralized with 1N Hal, and the precipitated solid was filtered out. The obtained solid was washed with water and dried to obtain 230 mg of the title compound.